This data is from the Open Reaction Database (ORD), a public repository of structured organic reaction records. The task is: describe an organic reaction: reactants, conditions, products, and yield Reactants: CS(=O)(=O)Cl (Methanesulphonyl chloride), FC=1C=C(C(C(=O)OC)=CC1)N (methyl 4-fluoroanthranilate), CS(=O)(=O)Cl (methanesulphonyl chloride). Run in N1=CC=CC=C1 (pyridine). Run at time 18 hour. Yields the product CS(=O)(=O)NC=1C(C(=O)OC)=CC=C(C1)F (methyl N-(methylsulphonyl)-4-fluoroanthranilate). RXN SMILES: [CH3:1][S:2](Cl)(=[O:4])=[O:3].[F:6][C:7]1[CH:8]=[C:9]([NH2:17])[C:10](=[CH:15][CH:16]=1)[C:11]([O:13][CH3:14])=[O:12]>N1C=CC=CC=1>[CH3:1][S:2]([NH:17][C:9]1[C:10](=[CH:15][CH:16]=[C:7]([F:6])[CH:8]=1)[C:11]([O:13][CH3:14])=[O:12])(=[O:4])=[O:3]. Reported procedure: Methanesulphonyl chloride (0.68 g) was added dropwise to a stirred solution of methyl 4-fluoroanthranilate (1 g) in pyridine (dried over 4A sieves, 10 ml) at 0°-5°. After 18 hours at room temperature, the mixture was cooled to 0°-5° and further methanesulphonyl chloride (0.68 g) was added dropwise. The mixture was stirred for 24 hours at room temperature. Aqueous work up and recrystallisation from ethanol gave methyl N-(methylsulphonyl)-4-fluoroanthranilate, mp 115.5°-116.5°. (Compound 19). Starting materials: [H-].[Na+] (NaH), ClC1=CC=C(C=C1)C1N(C(C2=NN(C(=C21)O)C)=O)C2=CN(C(C(=C2)C)=O)C (4-(4-chlorophenyl)-5-(1,5-dimethyl-6-oxo-1,6-dihydropyridin-3-yl)-3-hydroxy-2-methyl-4,5-dihydropyrrolo[3,4-c]pyrazol-6-(2H)-one), ICC (Iodoethane). Run in CCOC(=O)C (EtOAc), O (water), CCOCC (Et2O), CN(C)C=O (DMF). Run at temperature 0 celsius, time 20 minute. The product is ClC1=CC=C(C=C1)C1N(C(C2=NN(C(=C21)OCC)C)=O)C2=CN(C(C(=C2)C)=O)C (4-(4-chlorophenyl)-5-(1,5-dimethyl-6-oxo-1,6-dihydropyridin-3-yl)-3-ethoxy-2-methyl-4,5-dihydropyrrolo[3,4-c]pyrazol-6(2H)-one). The yield is 50.4%. As a reaction SMILES: [H-].[Na+].[Cl:3][C:4]1[CH:9]=[CH:8][C:7]([CH:10]2[C:17]3[C:13](=[N:14][N:15]([CH3:19])[C:16]=3[OH:18])[C:12](=[O:20])[N:11]2[C:21]2[CH:26]=[C:25]([CH3:27])[C:24](=[O:28])[N:23]([CH3:29])[CH:22]=2)=[CH:6][CH:5]=1.I[CH2:31][CH3:32]>CN(C=O)C.CCOC(C)=O.O.CCOCC>[Cl:3][C:4]1[CH:9]=[CH:8][C:7]([CH:10]2[C:17]3[C:13](=[N:14][N:15]([CH3:19])[C:16]=3[O:18][CH2:31][CH3:32])[C:12](=[O:20])[N:11]2[C:21]2[CH:26]=[C:25]([CH3:27])[C:24](=[O:28])[N:23]([CH3:29])[CH:22]=2)=[CH:6][CH:5]=1 |f:0.1|. Procedure details: NaH (19.19 mg, 0.48 mmol) was added to a stirred solution of 4-(4-chlorophenyl)-5-(1,5-dimethyl-6-oxo-1,6-dihydropyridin-3-yl)-3-hydroxy-2-methyl-4,5-dihydropyrrolo[3,4-c]pyrazol-6-(2H)-one (Example 73) (142 mg, 0.369 mmol) in DMF (1 mL) at 0° C. and the reaction was stirred at 0° C. for 20 min. Iodoethane (0.036 mL, 0.443 mmol) was added and the resulting mixture was stirred at RT for 20 min. The reaction was diluted with EtOAc and water and both phases separated. The aq. layer was extracted wi... Starting materials: Cn1ccnc1CON, Nc1nc(C(=O)C(=O)O)cs1. The product is Cn1ccnc1CON=C(C(=O)O)c1csc(N)n1. Reaction SMILES: [CH3:1][n:2]1[c:3]([CH2:7][O:8][NH2:9])[n:4][cH:5][cH:6]1.[NH2:10][c:11]1[s:12][cH:13][c:14]([C:16]([C:17](=[O:18])[OH:19])=[O:20])[n:15]1>>[CH3:1][n:2]1[c:3]([CH2:7][O:8][N:9]=[C:16]([c:14]2[cH:13][s:12][c:11]([NH2:10])[n:15]2)[C:17](=[O:18])[OH:19])[n:4][cH:5][cH:6]1. Reactants: C1[C@H]([C@@H]2[C@H](O1)[C@@H](CO2)O)O (1,4:3,6-dianhydro-D-mannitol), C(CCCC=C)(=O)O (5-hexenoic acid), CCN=C=NCCCN(C)C (EDAC). The reagents and catalysts are CN(C)C=1C=CN=CC1 (DMAP). The solvent is C(Cl)Cl (DCM), C(Cl)Cl (DCM). Run at time 6 hour. Product: C(CCCC=C)(=O)O[C@H]1[C@@H]2[C@H](OC1)[C@@H](CO2)O ((3R,3aR,6R,6aR)-6-hydroxyhexahydrofuro[3,2-b]furan-3-yl hex-5-enoate). RXN SMILES: [CH2:1]1[O:5][C@@H:4]2[C@H:6]([OH:9])[CH2:7][O:8][C@@H:3]2[C@@H:2]1[OH:10].[C:11](O)(=[O:17])[CH2:12][CH2:13][CH2:14][CH:15]=[CH2:16].CCN=C=NCCCN(C)C>CN(C1C=CN=CC=1)C.C(Cl)Cl>[C:11]([O:10][C@@H:2]1[CH2:1][O:5][C@@H:4]2[C@H:6]([OH:9])[CH2:7][O:8][C@H:3]12)(=[O:17])[CH2:12][CH2:13][CH2:14][CH:15]=[CH2:16]. Procedure: To a stirred solution of 1,4:3,6-dianhydro-D-mannitol (isommanide) (2.00 g, 13.68 mmol), 5-hexenoic acid (1.60 g, 13.68 mmol) and DMAP (0.17 g, 1.4 mmol) in DCM (50 mL) cooled at 0° C., EDAC (3.1 g, 16.42 mmol) was added. The solution was stirred at room temperature for 6 hrs. The solution was diluted with DCM (30 mL), washed with a solution of NaHPO4 5% (2×40 mL) and brine. The organic layer was dried over sodium sulfate and concentrated under vacuo. The residue was purified by flash chromatogr... Starting materials: CC1(C)CCCC(C)(C)N1O, [O-]Cl, ClCCl, OC(CCl)COc1cccc(C(F)(F)F)c1, [Na+], [Na+], O=C([O-])O, O. Yields the product O=C(CCl)COc1cccc(C(F)(F)F)c1. RXN SMILES: [CH3:25][C:26]1([CH3:35])[N:27]([O:28])[C:29]([CH3:30])([CH3:31])[CH2:32][CH2:33][CH2:34]1.[Cl:1][O-:2].[Cl:36][CH2:37][Cl:38].[Cl:9][CH2:10][CH:11]([CH2:12][O:13][c:14]1[cH:15][c:16]([C:20]([F:21])([F:22])[F:23])[cH:17][cH:18][cH:19]1)[OH:24].[Na+:3].[Na+:8].[O-:4][C:5]([OH:6])=[O:7].[OH2:39]>>[Cl:9][CH2:10][C:11]([CH2:12][O:13][c:14]1[cH:15][c:16]([C:20]([F:21])([F:22])[F:23])[cH:17][cH:18][cH:19]1)=[O:24]. Procedure: Potassium bis(trimethylsilyl) amide, 1 M solution in THF (4.22 mL, 4.22 mmol, Eq: 3.00), was added to a solution of 2-(dibenzylamino)-2-(4-hydroxytetrahydro-2H-pyran-4-yl)-acetic acid (0.5 g, 1.41 mmol, Eq: 1.00) in THF (10 mL) at RT and the mixture stirred for 15 min. The mixture was cooled to 0° C., 2,3,4-trifluoronitrobenzene (1.25 g, 0.83 mL, 7 mmol, Eq: 5.00) was added and the mixture stirred at 0° C. for 45 min. The mixture was diluted with H2O at 0° C. and was warmed to RT. The pH was adj... Reactants: FC1=C(C=CC(=C1F)F)[N+](=O)[O-] (2,3,4-trifluoronitrobenzene), OS(=O)(=O)[O-].[K+] (KHSO4), C[Si](C)(C)[N-][Si](C)(C)C.[K+] (Potassium bis(trimethylsilyl) amide), solution, C(C1=CC=CC=C1)N(C(C(=O)O)C1(CCOCC1)O)CC1=CC=CC=C1 (2-(dibenzylamino)-2-(4-hydroxytetrahydro-2H-pyran-4-yl)-acetic acid). Yields the product C(C1=CC=CC=C1)N(C(C(=O)O)C1(CCOCC1)OC1=C(C=CC(=C1F)F)[N+](=O)[O-])CC1=CC=CC=C1 (2-(dibenzylamino)-2-(4-(5,6-difluoro-2-nitrophenoxy)tetrahydro-2H-pyran-4-yl)-acetic acid). Solvent: O (H2O), C1CCOC1 (THF), C1CCOC1 (THF). Isolated yield 31.8%. Conditions: temperature 0 celsius, time 15 minute. As a reaction SMILES: C[Si]([N-][Si](C)(C)C)(C)C.[K+].[CH2:11]([N:18]([CH2:30][C:31]1[CH:36]=[CH:35][CH:34]=[CH:33][CH:32]=1)[CH:19]([C:23]1([OH:29])[CH2:28][CH2:27][O:26][CH2:25][CH2:24]1)[C:20]([OH:22])=[O:21])[C:12]1[CH:17]=[CH:16][CH:15]=[CH:14][CH:13]=1.F[C:38]1[C:43]([F:44])=[C:42]([F:45])[CH:41]=[CH:40][C:39]=1[N+:46]([O-:48])=[O:47].OS([O-])(=O)=O.[K+]>C1COCC1.O>[CH2:30]([N:18]([CH2:11][C:12]1[CH:13]=[CH:14][CH:15]=[CH:16][CH:17]=1)[CH:19]([C:23]1([O:29][C:38]2[C:43]([F:44])=[C:42]([F:45])[CH:41]=[CH:40][C:39]=2[N+:46]([O-:48])=[O:47])[CH2:28][CH2:27][O:26][CH2:25][CH2:24]1)[C:20]([OH:22])=[O:21])[C:31]1[CH:36]=[CH:35][CH:34]=[CH:33][CH:32]=1 |f:0.1,4.5|.